This data is from the Open Reaction Database (ORD), a public repository of structured organic reaction records. The task is: describe an organic reaction: reactants, conditions, products, and yield The reactants are O1N=CC=C1C=1N=C(SC1)C1=CC(SC1=C)C(=S)OC (Methyl 4-(4-isoxazol-5-yl(1,3-thiazol-2-yl))-5-methlylthiothiophene-2-carboxylate), O1N=CC=C1C(=O)Cl (isoxazole-5-carbonyl chloride), NC(C=1C=C(SC1C)C(=S)OC)=S (Methyl 4-(aminothioxomethyl)-5-methylthiothiophene-2-carboxylate), BrCC(=O)C1=CC=NO1 (2-bromo-1-isoxazol-5-ylethan-1-one). Product: O1N=CC=C1C=1N=C(SC1)C=1C=C(SC1C)C(=S)OC (methyl 4-(4-isoxazol-5-yl(1,3-thiazol-2-yl))-5-methylthiothiophene-2-carboxylate). Yield: 83.0%. As a reaction SMILES: [O:1]1[C:5]([C:6]2[N:7]=[C:8]([C:11]3[C:15](=[CH2:16])[S:14][CH:13]([C:17]([O:19][CH3:20])=[S:18])[CH:12]=3)[S:9][CH:10]=2)=[CH:4][CH:3]=[N:2]1.NC(=S)C1C=C(C(OC)=S)SC=1C.BrCC(C1ON=CC=1)=O.O1C(C(Cl)=O)=CC=N1>>[O:1]1[C:5]([C:6]2[N:7]=[C:8]([C:11]3[CH:12]=[C:13]([C:17]([O:19][CH3:20])=[S:18])[S:14][C:15]=3[CH3:16])[S:9][CH:10]=2)=[CH:4][CH:3]=[N:2]1. Procedure details: Methyl 4-(4-isoxazol-5-yl(1,3-thiazol-2-yl))-5-methlylthiothiophene-2-carboxylate: Methyl 4-(aminothioxomethyl)-5-methylthiothiophene-2-carboxylate (872 mg, 2.51 mmol) was allowed to react with 2-bromo-1-isoxazol-5-ylethan-1-one (737 mg, prepared from isoxazole-5-carbonyl chloride [Maybridge Chemicals, Cornwall, UK] as described in Example 177, step (a) as described in Example 154, step (a) to give 704 mg (83% yield) of methyl 4-(4-isoxazol-5-yl(1,3-thiazol-2-yl))-5-methylthiothiophene-2-carboxy... The reactants are [Al+3], [H-], [H-], [H-], [H-], [Li+], Nc1ncccc1C(=O)O, [Na+], [Na+], C1CCOC1, O, O, O, O, O, O, O, O, O, O, O=S(=O)([O-])[O-]. Yields the product Nc1ncccc1CO. Reaction SMILES: [Al+3:2].[H-:1].[H-:4].[H-:5].[H-:6].[Li+:3].[NH2:7][c:8]1[c:9]([C:10](=[O:11])[OH:12])[cH:13][cH:14][cH:15][n:16]1.[Na+:32].[Na+:33].[O:34]1[CH2:35][CH2:36][CH2:37][CH2:38]1.[OH2:17].[OH2:18].[OH2:19].[OH2:20].[OH2:21].[OH2:22].[OH2:23].[OH2:24].[OH2:25].[OH2:26].[S:27]([O-:28])([O-:29])(=[O:30])=[O:31]>>[NH2:7][c:8]1[c:9]([CH2:10][OH:11])[cH:13][cH:14][cH:15][n:16]1.